This data is from the Open Reaction Database (ORD), a public repository of structured organic reaction records. The task is: describe an organic reaction: reactants, conditions, products, and yield The reactants are O=S(=O)(Cl)c1ccc(Br)cc1, ClCCl, CCN(C(C)C)C(C)C, CC(N)CO, O. Product: CC(CO)NS(=O)(=O)c1ccc(Br)cc1. Reaction SMILES: [Br:15][c:16]1[cH:17][cH:18][c:19]([S:22](=[O:23])(=[O:24])[Cl:25])[cH:20][cH:21]1.[CH2:27]([Cl:28])[Cl:29].[CH2:6]([N:7]([CH:8]([CH3:9])[CH3:10])[CH:11]([CH3:12])[CH3:13])[CH3:14].[NH2:1][CH:2]([CH2:3][OH:4])[CH3:5].[OH2:26]>>[NH:1]([CH:2]([CH2:3][OH:4])[CH3:5])[S:22]([c:19]1[cH:18][cH:17][c:16]([Br:15])[cH:21][cH:20]1)(=[O:23])=[O:24].